From a dataset of the Open Reaction Database (ORD), a public repository of structured organic reaction records. describe an organic reaction: reactants, conditions, products, and yield Reactants: C(C)(C)(C)O[C@H](C(=O)O)C=1C(=C2C=CC(=NC2=CC1C)C1=CC=NN1)C1=CC=C(C=C1)Cl ((S)-2-tert-Butoxy-2-(5-(4-chlorophenyl)-7-methyl-2-(1H-pyrazol-5-yl)quinolin-6-yl)acetic acid), S1C=NC(=C1)B(O)O (thiazol-4-ylboronic acid). Run at time 1.5 hour. Product: C(C)(C)(C)O[C@H](C(=O)O)C=1C(=C2C=CC(=NC2=CC1C)C=1N=CSC1)C1=CC=C(C=C1)Cl ((S)-2-tert-butoxy-2-(5-(4-chlorophenyl)-7-methyl-2-(thiazol-4-yl)quinolin-6-yl)acetic acid). RXN SMILES: [C:1]([O:5][C@@H:6]([C:10]1[C:11]([C:26]2[CH:31]=[CH:30][C:29]([Cl:32])=[CH:28][CH:27]=2)=[C:12]2[C:17](=[CH:18][C:19]=1[CH3:20])[N:16]=[C:15]([C:21]1[NH:25]N=C[CH:22]=1)[CH:14]=[CH:13]2)[C:7]([OH:9])=[O:8])([CH3:4])([CH3:3])[CH3:2].[S:33]1C=C(B(O)O)N=[CH:34]1>>[C:1]([O:5][C@@H:6]([C:10]1[C:11]([C:26]2[CH:27]=[CH:28][C:29]([Cl:32])=[CH:30][CH:31]=2)=[C:12]2[C:17](=[CH:18][C:19]=1[CH3:20])[N:16]=[C:15]([C:21]1[N:25]=[CH:34][S:33][CH:22]=1)[CH:14]=[CH:13]2)[C:7]([OH:9])=[O:8])([CH3:3])([CH3:2])[CH3:4]. Reported procedure: (S)-2-tert-Butoxy-2-(5-(4-chlorophenyl)-7-methyl-2-(thiazol-4-yl)quinolin-6-yl)acetic acid (76) was prepared following the procedure for (S)-2-tert-butoxy-2-(5-(4-chlorophenyl)-7-methyl-2-(1H-pyrazol-5-yl)quinolin-6-yl)acetic acid of Example 70 except that thiazol-4-ylboronic acid was used instead of 1H-pyrazol-5-ylboronic acid and the in the final step the reaction was stirred for 1.5 hours. 1H-NMR: 400 MHz, (CD3CN) δ: 9.07 (d, J=2.0 Hz, 1 H), 8.58 (d, J=2.0 Hz, 1 H), 8.17 (d, J=9.2 Hz, 1 H), 8... Starting materials: BrC=1C=C(C(=NC1)C=1C=NC(=CC1)OC)N (5-bromo-6′-methoxy-2,3′-bipyridin-3-amine), N1CCOCC1 (morpholine), C1(CCCCC1)P(C1(C(=C(C=C(C1)C(C)C)C(C)C)C1=CC=CC=C1)C(C)C)C1CCCCC1 (2-dicyclohexylphosphino-2,4,6,-triisopropyl-biphenyl), CC(C)C1=CC(=C(C(=C1)C(C)C)C2=C(C=CC=C2)P(C3CCCCC3)C4CCCCC4)C(C)C (X-Phos), C[Si](C)(C)[N-][Si](C)(C)C.[Li+] (lithium bis(trimethylsilyl)amide). The reagents and catalysts are C=1C=CC(=CC1)/C=C/C(=O)/C=C/C2=CC=CC=C2.C=1C=CC(=CC1)/C=C/C(=O)/C=C/C2=CC=CC=C2.C=1C=CC(=CC1)/C=C/C(=O)/C=C/C2=CC=CC=C2.[Pd].[Pd] (tris(dibenzylideneacetone)-dipalladium (0)). Run in O (water), C1CCOC1 (THF), C1CCOC1 (THF). Run at temperature 60 celsius, time 2.5 hour. Yields the product COC1=CC=C(C=N1)C1=NC=C(C=C1N)N1CCOCC1 (6′-methoxy-5-morpholino-2,3′-bipyridin-3-amine). As a reaction SMILES: Br[C:2]1[CH:3]=[C:4]([NH2:16])[C:5]([C:8]2[CH:9]=[N:10][C:11]([O:14][CH3:15])=[CH:12][CH:13]=2)=[N:6][CH:7]=1.[NH:17]1[CH2:22][CH2:21][O:20][CH2:19][CH2:18]1.C1(P(C2CCCCC2)C2(C(C)C)CC(C(C)C)=CC(C(C)C)=C2C2C=CC=CC=2)CCCCC1.CC(C1C=C(C(C)C)C(C2C=CC=CC=2P(C2CCCCC2)C2CCCCC2)=C(C(C)C)C=1)C.C[Si]([N-][Si](C)(C)C)(C)C.[Li+]>C1COCC1.C1C=CC(/C=C/C(/C=C/C2C=CC=CC=2)=O)=CC=1.C1C=CC(/C=C/C(/C=C/C2C=CC=CC=2)=O)=CC=1.C1C=CC(/C=C/C(/C=C/C2C=CC=CC=2)=O)=CC=1.[Pd].[Pd].O>[CH3:15][O:14][C:11]1[N:10]=[CH:9][C:8]([C:5]2[C:4]([NH2:16])=[CH:3][C:2]([N:17]3[CH2:22][CH2:21][O:20][CH2:19][CH2:18]3)=[CH:7][N:6]=2)=[CH:13][CH:12]=1 |f:4.5,7.8.9.10.11|. Procedure: A mixture of 5-bromo-6′-methoxy-2,3′-bipyridin-3-amine (711 mg, 2.54 mmol), morpholine (1.1 mL, 12.63 mmol), 2-dicyclohexylphosphino-2,4,6,-triisopropyl-biphenyl, (X-Phos) (97.7 mg, 0.21 mmol), and tris(dibenzylideneacetone)-dipalladium (0) (93.8 mg, 0.102 mmol) in dry THF (6.0 mL) was degassed by nitrogen. To this mixture was added lithium bis(trimethylsilyl)amide, 1.0M in THF (14.0 mL, 14.0 mmol) dropwise, and the resulting reaction was heated to 60° C. After 2.5 h, the reaction was cooled to ... Starting materials: Cn1c(=O)c(C(=O)NCC(=O)OC(C)(C)C)c(O)c2cnc(C#N)nc21, N#C[Na], Cn1c(=O)c(C(=O)NCC(=O)OC(C)(C)C)c(O)c2cnc(S(C)(=O)=O)nc21. The product is Cn1c(=O)c(C(=O)NCC(=O)O)c(O)c2cnc(C#N)nc21. Reaction SMILES: [C:1](#[N:2])[c:3]1[n:4][cH:5][c:6]2[c:7]([n:8]1)[n:9]([CH3:26])[c:10](=[O:25])[c:11]([C:14](=[O:15])[NH:16][CH2:17][C:18](=[O:19])[O:20][C:21]([CH3:22])([CH3:23])[CH3:24])[c:12]2[OH:13].[Na:55][C:56]#[N:57].[OH:27][c:28]1[c:29]2[cH:30][n:31][c:32]([S:33]([CH3:34])(=[O:35])=[O:36])[n:37][c:38]2[n:39]([CH3:40])[c:41](=[O:42])[c:43]1[C:44]([NH:45][CH2:46][C:47]([O:48][C:49]([CH3:50])([CH3:51])[CH3:52])=[O:53])=[O:54]>>[C:1](#[N:2])[c:3]1[n:4][cH:5][c:6]2[c:7]([n:8]1)[n:9]([CH3:26])[c:10](=[O:25])[c:11]([C:14](=[O:15])[NH:16][CH2:17][C:18](=[O:19])[OH:20])[c:12]2[OH:13]. Reactants: C(C1=CC=NC=C1)(=O)Cl (isonicotinoyl chloride), COC1=CC(=C(N)C=C1)[N+](=O)[O-] (4-methoxy-2-nitroaniline). The product is COC1=CC(=C(C=C1)NC(=O)C1=CC=NC=C1)[N+](=O)[O-] (N-(4-methoxy-2-nitrophenyl)-4-pyridinecarboxamide). Reaction SMILES: [C:1](Cl)(=[O:8])[C:2]1[CH:7]=[CH:6][N:5]=[CH:4][CH:3]=1.[CH3:10][O:11][C:12]1[CH:18]=[CH:17][C:15]([NH2:16])=[C:14]([N+:19]([O-:21])=[O:20])[CH:13]=1>>[CH3:10][O:11][C:12]1[CH:18]=[CH:17][C:15]([NH:16][C:1]([C:2]2[CH:7]=[CH:6][N:5]=[CH:4][CH:3]=2)=[O:8])=[C:14]([N+:19]([O-:21])=[O:20])[CH:13]=1. Procedure details: The title compound was prepared from isonicotinoyl chloride and 4-methoxy-2-nitroaniline and was obtained as an orange yellow solid as described in Example 1. 1H NMR (CDCl3): 10.79 (s, 1H), 8.83-8.81 (m, 2H), 7.85-7.83 (m, 2H), 7.61-7.55 (m, 2H), 7.40-7.36 (m, 1H), 3.87 (s, 3H). Starting materials: COC(=O)C(CC(C)C)N(C(=O)OCC(Cl)(Cl)Cl)c1nonc1-c1ccc(N2CCN(C(=O)OC(C)(C)C)CC2)cc1, C1CCOC1, [K+], O=P([O-])(O)O, [Zn]. Yields the product COC(=O)C(CC(C)C)Nc1nonc1-c1ccc(N2CCN(C(=O)OC(C)(C)C)CC2)cc1. As a reaction SMILES: [C:1]([CH3:2])([CH3:3])([CH3:4])[O:5][C:6](=[O:7])[N:8]1[CH2:9][CH2:10][N:11]([c:14]2[cH:15][cH:16][c:17](-[c:20]3[c:21]([N:25]([CH:26]([CH2:27][CH:28]([CH3:29])[CH3:30])[C:31](=[O:32])[O:33][CH3:34])[C:35]([O:36][CH2:37][C:38]([Cl:39])([Cl:40])[Cl:41])=[O:42])[n:22][o:23][n:24]3)[cH:18][cH:19]2)[CH2:12][CH2:13]1.[CH2:49]1[O:50][CH2:51][CH2:52][CH2:53]1.[K+:48].[P:43]([O-:44])([OH:45])([OH:46])=[O:47].[Zn:54]>>[C:1]([CH3:2])([CH3:3])([CH3:4])[O:5][C:6](=[O:7])[N:8]1[CH2:9][CH2:10][N:11]([c:14]2[cH:15][cH:16][c:17](-[c:20]3[c:21]([NH:25][CH:26]([CH2:27][CH:28]([CH3:29])[CH3:30])[C:31](=[O:32])[O:33][CH3:34])[n:22][o:23][n:24]3)[cH:18][cH:19]2)[CH2:12][CH2:13]1. Reactants: CC(C)=O, CC1(c2cccc(COS(C)(=O)=O)n2)OCCO1, [K+], [K+], O=[N+]([O-])c1ccn[nH]1, N#N, O=C([O-])[O-]. Product: CC1(c2cccc(Cn3ccc([N+](=O)[O-])n3)n2)OCCO1. As a reaction SMILES: [CH3:35][C:36](=[O:37])[CH3:38].[CH3:3][C:4]1([c:9]2[cH:10][cH:11][cH:12][c:13]([CH2:15][O:16][S:17]([CH3:18])(=[O:19])=[O:20])[n:14]2)[O:5][CH2:6][CH2:7][O:8]1.[K+:29].[K+:30].[N+:21](=[O:22])([O-:23])[c:24]1[cH:25][cH:26][n:27][nH:28]1.[N:1]#[N:2].[O-:31][C:32]([O-:33])=[O:34]>>[CH3:3][C:4]1([c:9]2[cH:10][cH:11][cH:12][c:13]([CH2:15][n:27]3[cH:26][cH:25][c:24]([N+:21](=[O:22])[O-:23])[n:28]3)[n:14]2)[O:5][CH2:6][CH2:7][O:8]1.